Dataset: the Open Reaction Database (ORD), a public repository of structured organic reaction records. Task: describe an organic reaction: reactants, conditions, products, and yield RXN SMILES: [Br-:1].[C:10]([CH3:11])([CH3:12])([CH3:13])[c:14]1[cH:15][c:16]([CH:17]=[O:18])[cH:19][c:20]([Cl:25])[c:21]1[N:22]([CH3:23])[CH3:24].[C:2](#[CH:3])[Mg+:4].[CH2:5]1[O:6][CH2:7][CH2:8][CH2:9]1>>[C:2](#[CH:3])[CH:17]([c:16]1[cH:15][c:14]([C:10]([CH3:11])([CH3:12])[CH3:13])[c:21]([N:22]([CH3:23])[CH3:24])[c:20]([Cl:25])[cH:19]1)[OH:18]. Product: C#CC(O)c1cc(Cl)c(N(C)C)c(C(C)(C)C)c1. Starting materials: [Br-], CN(C)c1c(Cl)cc(C=O)cc1C(C)(C)C, C#C[Mg+], C1CCOC1.